This data is from the Open Reaction Database (ORD), a public repository of structured organic reaction records. The task is: describe an organic reaction: reactants, conditions, products, and yield Reactants: C([O-])([O-])=O.[Na+].[Na+] (sodium carbonate), N1=CC(=CC=C1)C=1N=CN(C1)C(CC=O)C ((R/S)-3-(4-Pyridin-3-yl-imidazol-1-yl)-butan-1-al), NaHB(OAc)3, N(N)C(=O)OC(C)(C)C (t-butyl hydrazinecarboxylate). Solvent: O (water), CCOC(=O)C (EtOAc), CC(=O)O (HOAc). Run at time 1 hour. Yields the product CC(C)(C)OC(=O)NNCC[C@@H](C)N1C=NC(=C1)C=1C=NC=CC1 ((1,1-Dimethylethyl)1-[(3R)-3-[4-(3-pyridinyl)-1H-imidazol-1-yl]butyl]-2-hydrazinecarboxylate). As a reaction SMILES: [N:1]1[CH:6]=[CH:5][CH:4]=[C:3]([C:7]2[N:8]=[CH:9][N:10]([CH:12]([CH3:16])[CH2:13][CH:14]=O)[CH:11]=2)[CH:2]=1.[NH:17]([C:19]([O:21][C:22]([CH3:25])([CH3:24])[CH3:23])=[O:20])[NH2:18].C(=O)([O-])[O-].[Na+].[Na+]>CC(O)=O.O.CCOC(C)=O>[CH3:23][C:22]([O:21][C:19]([NH:17][NH:18][CH2:14][CH2:13][C@H:12]([N:10]1[CH:11]=[C:7]([C:3]2[CH:2]=[N:1][CH:6]=[CH:5][CH:4]=2)[N:8]=[CH:9]1)[CH3:16])=[O:20])([CH3:25])[CH3:24] |f:2.3.4|. Reported procedure: (R/S)-3-(4-pyridin-3-yl-imidazol-1-yl)-butan-1-al (11) (1 mmol) is dissolved in 10 mL HOAc and t-butyl hydrazinecarboxylate (1.1 mmol) is added. After 1 h, NaHB(OAc)3 (5 mmol) is added at 25° C. After 2 h, the reaction is poured into sodium carbonate in water and EtOAc. The water layer is removed, the organics are washed with brine, and dried over sodium sulfate. The solvent is removed in vacuo to leave the product (32). Starting materials: C(C)N1C(C(C2=CC(=CC=C12)C1(OCCO1)C)C(=O)OCC)=O (ethyl 1-ethyl-5-(2-methyl-4,5-dihydro-1,3-dioxol-2-yl)oxindole-3-carboxylate), NC=1SC(=CN1)C (2-amino-5-methylthiazole). The product is CC1=CN=C(S1)NC(=O)C1C(N(C2=CC=C(C=C12)C(C)=O)CC)=O (N-(5-Methylthiazol-2-yl)1-ethyl-5-acetyloxindole-3-carboxamide). Yield: 63.0%. Reaction SMILES: [CH2:1]([N:3]1[C:11]2[C:6](=[CH:7][C:8]([C:12]3([CH3:17])[O:16]CCO3)=[CH:9][CH:10]=2)[CH:5]([C:18]([O:20]CC)=O)[C:4]1=[O:23])[CH3:2].[NH2:24][C:25]1[S:26][C:27]([CH3:30])=[CH:28][N:29]=1>>[CH3:30][C:27]1[S:26][C:25]([NH:24][C:18]([CH:5]2[C:6]3[C:11](=[CH:10][CH:9]=[C:8]([C:12](=[O:16])[CH3:17])[CH:7]=3)[N:3]([CH2:1][CH3:2])[C:4]2=[O:23])=[O:20])=[N:29][CH:28]=1. Procedure details: Starting with 500 mg. (1.57 mmoles) of ethyl 1-ethyl-5-(2-methyl-4,5-dihydro-1,3-dioxol-2-yl)oxindole-3-carboxylate and 357 mg. (3.1 mmoles) of 2-amino-5-methylthiazole and employing the procedure of Example 17 gave 342 mg. (63% yield) of the desired product, m.p. 215° C. (dec.). Reactants: CC=1N(C2=C(C=NC=3C=CC=CC23)N1)CCCC1(OCCO1)C (2-methyl-1-[3-(2-methyl-[1,3]dioxolan-2-yl)propyl]-1H-imidazo[4,5-c]quinoline), C1=CC(=CC(=C1)Cl)C(=O)OO (m-CPBA). Yields the product CC=1N(C2=C(C=[N+](C=3C=CC=CC23)[O-])N1)CCCC1(OCCO1)C (2-methyl-1-[3-(2-methyl-[1,3]dioxolan-2-yl)-propyl]-5-oxido-1H-imidazo[4,5-c]quinoline). As a reaction SMILES: [CH3:1][C:2]1[N:3]([CH2:15][CH2:16][CH2:17][C:18]2([CH3:23])[O:22][CH2:21][CH2:20][O:19]2)[C:4]2[C:13]3[CH:12]=[CH:11][CH:10]=[CH:9][C:8]=3[N:7]=[CH:6][C:5]=2[N:14]=1.C1C=C(Cl)C=C(C(OO)=[O:32])C=1>>[CH3:1][C:2]1[N:3]([CH2:15][CH2:16][CH2:17][C:18]2([CH3:23])[O:22][CH2:21][CH2:20][O:19]2)[C:4]2[C:13]3[CH:12]=[CH:11][CH:10]=[CH:9][C:8]=3[N+:7]([O-:32])=[CH:6][C:5]=2[N:14]=1. Procedure details: The general method described in Steps 9 and 10 of Example 1 was used to aminate 2-methyl-1-[3-(2-methyl-[1,3]dioxolan-2-yl)propyl]-1H-imidazo[4,5-c]quinoline (6.70 g, 21.5 mmol) by reaction with m-CPBA (9.4 g) to provide 2-methyl-1-[3-(2-methyl-[1,3]dioxolan-2-yl)-propyl]-5-oxido-1H-imidazo[4,5-c]quinoline followed by reaction with p-toluenesulfonyl chloride (7.20 g, 37.8 mmol) and ammonium hydroxide solution (100 mL) to provide 2-methyl-1-[3-(2-methyl-[1,3]dioxolan-2-yl)propyl]-1H-imidazo[4,5-c... Reactants: Cn1nc(-c2ccc(C(F)(F)F)cc2)c(Br)c1CO, CCOC(=O)Cn1ccc2ccc(O)cc21, CCCCP(CCCC)CCCC. Yields the product CCOC(=O)Cn1ccc2ccc(OCc3c(Br)c(-c4ccc(C(F)(F)F)cc4)nn3C)cc21. Reaction SMILES: [Br:17][c:18]1[c:19]([CH2:34][OH:35])[n:20]([CH3:33])[n:21][c:22]1-[c:23]1[cH:24][cH:25][c:26]([C:29]([F:30])([F:31])[F:32])[cH:27][cH:28]1.[CH2:1]([CH3:2])[O:3][C:4]([CH2:5][n:6]1[cH:7][cH:8][c:9]2[cH:10][cH:11][c:12]([OH:15])[cH:13][c:14]12)=[O:16].[CH2:36]([P:37]([CH2:38][CH2:39][CH2:40][CH3:41])[CH2:42][CH2:43][CH2:44][CH3:45])[CH2:46][CH2:47][CH3:48]>>[CH2:1]([CH3:2])[O:3][C:4]([CH2:5][n:6]1[cH:7][cH:8][c:9]2[cH:10][cH:11][c:12]([O:15][CH2:34][c:19]3[c:18]([Br:17])[c:22](-[c:23]4[cH:24][cH:25][c:26]([C:29]([F:30])([F:31])[F:32])[cH:27][cH:28]4)[n:21][n:20]3[CH3:33])[cH:13][c:14]12)=[O:16]. The reactants are C(=O)O.NCCC1=CC=C(NC2CCN(CC2)C(=O)NCC2=C(C=CC=C2)C(F)(F)F)C=C1 (4-[4-(2-Aminoethyl)anilino]-N-[2-(trifluoromethyl)benzyl]-1-piperidinecarboxamide formate), C(C)(C)(C)[Si](C1=CC=CC=C1)(C1=CC=CC=C1)OC1=CC=C(C=C1)OCC1OC1 (tert-butyl-(4-oxiranylmethoxy-phenoxy)-diphenyl-silane). Run in C(Cl)(Cl)Cl.CO (chloroform methanol). Product: FC(C1=C(CNC(=O)N2CCC(CC2)NC2=CC=C(C=C2)CCNC[C@@H](COC2=CC=C(C=C2)O)O)C=CC=C1)(F)F (4-(4-[2-[(2S)-2-Hydroxy-3-(4-hydroxy-phenoxy)-propylamino]-ethyl)-phenylamino)-piperidine-1-carboxylic acid 2-trifluoromethyl-benzylamide). The yield is 22.4%. Reaction SMILES: C(O)=O.[NH2:4][CH2:5][CH2:6][C:7]1[CH:33]=[CH:32][C:10]([NH:11][CH:12]2[CH2:17][CH2:16][N:15]([C:18]([NH:20][CH2:21][C:22]3[CH:27]=[CH:26][CH:25]=[CH:24][C:23]=3[C:28]([F:31])([F:30])[F:29])=[O:19])[CH2:14][CH2:13]2)=[CH:9][CH:8]=1.C([Si]([O:51][C:52]1[CH:57]=[CH:56][C:55]([O:58][CH2:59][CH:60]2[CH2:62][O:61]2)=[CH:54][CH:53]=1)(C1C=CC=CC=1)C1C=CC=CC=1)(C)(C)C>C(Cl)(Cl)Cl.CO>[F:30][C:28]([F:31])([F:29])[C:23]1[CH:24]=[CH:25][CH:26]=[CH:27][C:22]=1[CH2:21][NH:20][C:18]([N:15]1[CH2:16][CH2:17][CH:12]([NH:11][C:10]2[CH:9]=[CH:8][C:7]([CH2:6][CH2:5][NH:4][CH2:62][C@H:60]([OH:61])[CH2:59][O:58][C:55]3[CH:56]=[CH:57][C:52]([OH:51])=[CH:53][CH:54]=3)=[CH:33][CH:32]=2)[CH2:13][CH2:14]1)=[O:19] |f:0.1,3.4|. Procedure details: 4-[4-(2-Aminoethyl)anilino]-N-[2-(trifluoromethyl)benzyl]-1-piperidinecarboxamide formate (0.50 g, 1.07 mmol) was reacted with tert-butyl-(4-oxiranylmethoxy-phenoxy)-diphenyl-silane (0.433 g, 1.07 mmol) according to Procedure G (eluant: 20:1 chloroform-methanol) to give the title compound (0.211 g, 0.24 mmol). Reactants: C(C)OC(OCC)OCC (triethylorthoformate), C(=O)(OCC)[C@H](O)[C@@H](O)C(=O)OCC (diethyl L-tartrate), C1(=CC=C(C=C1)S(=O)(=O)O)C (p-toluenesulfonic acid). The solvent is CN(C=O)C (dimethylformamide). Conditions: temperature 25 celsius. The product is COC1=CC=C(C=C1)C1O[C@H]([C@@H](O1)C(=O)OCC)C(=O)OCC ((4R,5R)-2-(4-methoxyphenyl)-4,5-dicarboethoxy-1,3-dioxolane), 14,ethanol. Reaction SMILES: C(O[CH:4]([O:8][CH2:9][CH3:10])OCC)C.[C:11]([C@@H:16]([C@H:18]([C:20]([O:22][CH2:23][CH3:24])=[O:21])[OH:19])[OH:17])([O:13][CH2:14][CH3:15])=[O:12].[C:25]1([CH3:35])[CH:30]=CC(S(O)(=O)=O)=[CH:27][CH:26]=1>CN(C)C=O>[CH3:4][O:8][C:9]1[CH:10]=[CH:30][C:25]([CH:35]2[O:19][C@@H:18]([C:20]([O:22][CH2:23][CH3:24])=[O:21])[C@H:16]([C:11]([O:13][CH2:14][CH3:15])=[O:12])[O:17]2)=[CH:26][CH:27]=1. Procedure details: A mixture of triethylorthoformate (108 g, 0.74 mol) anisic aldehyde (89.4 g, 0.66 mol), diethyl L-tartrate (153.1 g, 0.743 mol), dimethylformamide (294 g) and p-toluenesulfonic acid (1.3 g) was heated at 100°-105° C. for 4 h. During the next 5 h, low boiling materials (100 mL) were removed by distillation (maximum pot temperature: 100° C., 300-360 mm vacuum). Sodium acetate (0.62 g) was added. Most of the dimethylformamide was then removed under reduced pressure (10 mm, maximum pot temperature 1...